This data is from the Open Reaction Database (ORD), a public repository of structured organic reaction records. The task is: describe an organic reaction: reactants, conditions, products, and yield The reactants are OC(CCCCC(=O)OC)C#CCCCCCCCCCCCC (methyl 6-(±) -hydroxy-7-eicosynoate), C(Br)(Br)(Br)Br.C1=CC=C(C=C1)P(C2=CC=CC=C2)C3=CC=CC=C3 (CBr4 Ph3P). The product is BrC(CCCCC(=O)OC)C#CCCCCCCCCCCCC ((±) METHYL 6-BROMO-7-EICOSYNOATE). RXN SMILES: O[CH:2]([C:11]#[C:12][CH2:13][CH2:14][CH2:15][CH2:16][CH2:17][CH2:18][CH2:19][CH2:20][CH2:21][CH2:22][CH2:23][CH3:24])[CH2:3][CH2:4][CH2:5][CH2:6][C:7]([O:9][CH3:10])=[O:8].C(Br)(Br)(Br)[Br:26].C1C=CC(P(C2C=CC=CC=2)C2C=CC=CC=2)=CC=1>>[Br:26][CH:2]([C:11]#[C:12][CH2:13][CH2:14][CH2:15][CH2:16][CH2:17][CH2:18][CH2:19][CH2:20][CH2:21][CH2:22][CH2:23][CH3:24])[CH2:3][CH2:4][CH2:5][CH2:6][C:7]([O:9][CH3:10])=[O:8] |f:1.2|. Procedure: This compound was prepared by reaction of methyl 6-(±) -hydroxy-7-eicosynoate (preparative example V) with CBr4 /Ph3P reagent in exactly the same manner as described in preparative example VIII.